Dataset: the Open Reaction Database (ORD), a public repository of structured organic reaction records. Task: describe an organic reaction: reactants, conditions, products, and yield Reactants: COC1=CC=C(C=C1)C=1C=CC(N(C1)CC(=O)OCC)=O (ethyl 2-(5-(4-methoxyphenyl)-2-oxopyridin-1(2H)-yl)acetate), [OH-].[Li+] (lithium hydroxide), Cl (HCl). The solvent is O.CCO (water EtOH). Reaction conditions: time 2 hour. The product is COC1=CC=C(C=C1)C=1C=CC(N(C1)CC(=O)O)=O (2-(5-(4-methoxyphenyl)-2-oxopyridin-1(2H)-yl)acetic acid). Yield: 75.7%. RXN SMILES: [CH3:1][O:2][C:3]1[CH:8]=[CH:7][C:6]([C:9]2[CH:10]=[CH:11][C:12](=[O:21])[N:13]([CH2:15][C:16]([O:18]CC)=[O:17])[CH:14]=2)=[CH:5][CH:4]=1.[OH-].[Li+].Cl>O.CCO>[CH3:1][O:2][C:3]1[CH:4]=[CH:5][C:6]([C:9]2[CH:10]=[CH:11][C:12](=[O:21])[N:13]([CH2:15][C:16]([OH:18])=[O:17])[CH:14]=2)=[CH:7][CH:8]=1 |f:1.2,4.5|. Procedure details: According to Scheme 9 Step 2: To a solution of ethyl 2-(5-(4-methoxyphenyl)-2-oxopyridin-1(2H)-yl)acetate (1 eq, 3.38 mmol, 0.97 g) in water/EtOH (1:1, 20 mL) at 0° C. was added lithium hydroxide (10 eq, 33.8 mmol, 1.44 g). The reaction was then allowed to warm to room temperature and stirred for 2 hours. The reaction was then cooled to 0° C. and acidified with HCl 1M solution till pH=2. The resulting precipitate was filtered under reduced pressure to yield 2-(5-(4-methoxyphenyl)-2-oxopyridin-1(... Starting materials: C(C1=CC=CC=C1)OC1=C(C(=NC2=CC=C(C=C12)F)CO)C ([4-(Benzyloxy)-6-fluoro-3-methylquinolin-2-yl]methanol), S(=O)(Cl)Cl (Thionyl chloride). The reagents and catalysts are N1=CC=CC=C1 (pyridine). Solvent: C1CCOC1 (THF), C1(=CC=CC=C1)C (toluene). Conditions: time 1 hour. Yields the product C(C1=CC=CC=C1)OC1=C(C(=NC2=CC=C(C=C12)F)CCl)C (4-(benzyloxy)-2-(chloromethyl)-6-fluoro-3-methylquinoline). RXN SMILES: [CH2:1]([O:8][C:9]1[C:18]2[C:13](=[CH:14][CH:15]=[C:16]([F:19])[CH:17]=2)[N:12]=[C:11]([CH2:20]O)[C:10]=1[CH3:22])[C:2]1[CH:7]=[CH:6][CH:5]=[CH:4][CH:3]=1.S(Cl)([Cl:25])=O>C1COCC1.C1(C)C=CC=CC=1.N1C=CC=CC=1>[CH2:1]([O:8][C:9]1[C:18]2[C:13](=[CH:14][CH:15]=[C:16]([F:19])[CH:17]=2)[N:12]=[C:11]([CH2:20][Cl:25])[C:10]=1[CH3:22])[C:2]1[CH:7]=[CH:6][CH:5]=[CH:4][CH:3]=1. Procedure details: [4-(Benzyloxy)-6-fluoro-3-methylquinolin-2-yl]methanol (4.02 g) was dissolved in THF (50 mL) and toluene (50 mL), and 10 drops of pyridine were added thereto. Thionyl chloride (1.50 mL) was gradually added dropwise thereto under ice-cooling, and the reaction mixture was stirred at the same temperature for 1 hour, and further stirred at room temperature for 1 hour. After the precipitated solid was collected by filtration, ethyl acetate and a saturated aqueous sodium hydrogen carbonate solution we...